From a dataset of the Open Reaction Database (ORD), a public repository of structured organic reaction records. describe an organic reaction: reactants, conditions, products, and yield The reactants are FB(F)F, [BH3-]C#N, CCCc1c(Cc2ccc(-c3ccccc3C#N)cc2)c(=O)n(C2CCC3(CC2)OCC2(CCC2)CO3)c2ncnn12, CCOCC, CCOC(C)=O, [Na+], C1CCOC1. Product: CCCc1c(Cc2ccc(-c3ccccc3C#N)cc2)c(=O)n(C2CCC(OCC3(CO)CCC3)CC2)c2ncnn12. As a reaction SMILES: [B:52]([F:53])([F:54])[F:55].[C:43]([BH3-:44])#[N:45].[CH2:1]1[CH2:2][CH2:3][C:4]12[CH2:5][O:6][C:7]1([CH2:8][CH2:9][CH:10]([n:13]3[c:14]4[n:15]([c:16]([CH2:35][CH2:36][CH3:37])[c:17]([CH2:20][c:21]5[cH:22][cH:23][c:24](-[c:27]6[c:28]([C:33]#[N:34])[cH:29][cH:30][cH:31][cH:32]6)[cH:25][cH:26]5)[c:18]3=[O:19])[n:38][cH:39][n:40]4)[CH2:11][CH2:12]1)[O:41][CH2:42]2.[CH2:47]([O:48][CH2:49][CH3:50])[CH3:51].[CH3:61][CH2:62][O:63][C:64](=[O:65])[CH3:66].[Na+:46].[O:56]1[CH2:57][CH2:58][CH2:59][CH2:60]1>>[CH2:1]1[CH2:2][CH2:3][C:4]1([CH2:5][O:6][CH:7]1[CH2:8][CH2:9][CH:10]([n:13]2[c:14]3[n:15]([c:16]([CH2:35][CH2:36][CH3:37])[c:17]([CH2:20][c:21]4[cH:22][cH:23][c:24](-[c:27]5[c:28]([C:33]#[N:34])[cH:29][cH:30][cH:31][cH:32]5)[cH:25][cH:26]4)[c:18]2=[O:19])[n:38][cH:39][n:40]3)[CH2:11][CH2:12]1)[CH2:42][OH:41].